This data is from the Open Reaction Database (ORD), a public repository of structured organic reaction records. The task is: describe an organic reaction: reactants, conditions, products, and yield Starting materials: FC1=C(N)C=CC(=C1)F (2,4-difluoroaniline), N1=CC=CC=C1 (pyridine), C(C=CC1=CC=CC=C1)(=O)Cl (cinnamoyl chloride). Solvent: hexanes, ClCCl (dichloromethane), ClCCl (dichloromethane), ClCCl (dichloromethane). Run at temperature 0 celsius, time 16 hour. The product is FC1=C(C=CC(=C1)F)NC(C=CC1=CC=CC=C1)=O (N-(2,4-difluorophenyl)cinnamamide). Isolated yield 74.7%. RXN SMILES: [F:1][C:2]1[CH:8]=[C:7]([F:9])[CH:6]=[CH:5][C:3]=1[NH2:4].N1C=CC=CC=1.[C:16](Cl)(=[O:25])[CH:17]=[CH:18][C:19]1[CH:24]=[CH:23][CH:22]=[CH:21][CH:20]=1>ClCCl>[F:1][C:2]1[CH:8]=[C:7]([F:9])[CH:6]=[CH:5][C:3]=1[NH:4][C:16](=[O:25])[CH:17]=[CH:18][C:19]1[CH:24]=[CH:23][CH:22]=[CH:21][CH:20]=1. Reported procedure: 2,4-difluoroaniline (9.0 g, 69.71 mmol) and pyridine (5.6 mL, 69.71 mmol) were dissolved in dichloromethane (45 mL) and the solution was cooled to 0° C. A solution of cinnamoyl chloride (13.04 g, 76.7 mmol) dissolved in dichloromethane (45 mL) was added dropwise, and after the addition the reaction was warmed to ambient temperature and stirred for 16 hours. The reaction was quenched with saturated NaHCO3 and the layers were separated. The organic layer was washed with 1 M HCl then dried over Na2...